Dataset: the Open Reaction Database (ORD), a public repository of structured organic reaction records. Task: describe an organic reaction: reactants, conditions, products, and yield The reactants are ClCCl, COC1(c2ccc(C(F)(F)F)cc2CN(Cc2cc(C(F)(F)F)cc(C(F)(F)F)c2)c2nnn(C)n2)CCNCC1, CCN(C(C)C)C(C)C, CCOC(=O)Cl. Product: CCOC(=O)N1CCC(OC)(c2ccc(C(F)(F)F)cc2CN(Cc2cc(C(F)(F)F)cc(C(F)(F)F)c2)c2nnn(C)n2)CC1. As a reaction SMILES: [CH2:57]([Cl:58])[Cl:59].[CH3:1][O:2][C:3]1([c:9]2[c:10]([CH2:11][N:12]([c:13]3[n:14][n:15][n:16]([CH3:18])[n:17]3)[CH2:19][c:20]3[cH:21][c:22]([C:30]([F:31])([F:32])[F:33])[cH:23][c:24]([C:26]([F:27])([F:28])[F:29])[cH:25]3)[cH:34][c:35]([C:38]([F:39])([F:40])[F:41])[cH:36][cH:37]2)[CH2:4][CH2:5][NH:6][CH2:7][CH2:8]1.[CH:42]([N:43]([CH:44]([CH3:45])[CH3:46])[CH2:47][CH3:48])([CH3:49])[CH3:50].[Cl:51][C:52](=[O:53])[O:54][CH2:55][CH3:56]>>[CH3:1][O:2][C:3]1([c:9]2[c:10]([CH2:11][N:12]([c:13]3[n:14][n:15][n:16]([CH3:18])[n:17]3)[CH2:19][c:20]3[cH:21][c:22]([C:30]([F:31])([F:32])[F:33])[cH:23][c:24]([C:26]([F:27])([F:28])[F:29])[cH:25]3)[cH:34][c:35]([C:38]([F:39])([F:40])[F:41])[cH:36][cH:37]2)[CH2:4][CH2:5][N:6]([C:52](=[O:53])[O:54][CH2:55][CH3:56])[CH2:7][CH2:8]1.